This data is from the Open Reaction Database (ORD), a public repository of structured organic reaction records. The task is: describe an organic reaction: reactants, conditions, products, and yield Starting materials: IC1=CC=C(C=O)C=C1 (4-iodobenzaldehyde), C(#N)[S-].[K+] (KSCN), CuSCN, CN(C)C=O (DMF). The solvent is C1(=CC=CC=C1)C (toluene), O (water). Conditions: temperature 140 celsius. The product is S(C#N)C1=CC=C(C=O)C=C1 (4-Thiocyanatobenzaldehyde). Isolated yield 20.2%. As a reaction SMILES: I[C:2]1[CH:9]=[CH:8][C:5]([CH:6]=[O:7])=[CH:4][CH:3]=1.[C:10]([S-:12])#[N:11].[K+].CN(C=O)C>C1(C)C=CC=CC=1.O>[S:12]([C:2]1[CH:9]=[CH:8][C:5]([CH:6]=[O:7])=[CH:4][CH:3]=1)[C:10]#[N:11] |f:1.2|. Procedure: Under an argon atmosphere, a mixture of 4-iodobenzaldehyde (232 mg, 1.00 mmol), KSCN (95.0 mg, 1.00 mmol), CuSCN (120 mg, 1.00 mmol) and DMF (7.5 mL) was heated with stirring in an oil bath maintained at 140° C. for 12 h. After cooling, the mixture was diluted with toluene and water, and then filtered through a Celite bed. The aqueous phase was extracted with toluene, the organic fractions were combined and washed with water, dried and concentrated. The resulting dark oil was chromatographed on ... Reactants: C(CCC)C=1NC(=CN1)CO (2-butyl-1H-imidazole-5-methanol). The reagents and catalysts are [O-2].[O-2].[Mn+4] (manganese dioxide). Run in ClCCl (dichloromethane), O1CCOCC1 (dioxan). Yields the product C(CCC)C=1NC(=CN1)C=O (2-Butyl-1H-imidazole-5-carboxaldehyde). Isolated yield 84.8%. Reaction SMILES: [CH2:1]([C:5]1[NH:6][C:7]([CH2:10][OH:11])=[CH:8][N:9]=1)[CH2:2][CH2:3][CH3:4]>ClCCl.O1CCOCC1.[O-2].[O-2].[Mn+4]>[CH2:1]([C:5]1[NH:6][C:7]([CH:10]=[O:11])=[CH:8][N:9]=1)[CH2:2][CH2:3][CH3:4] |f:3.4.5|. Reported procedure: To a suspension of 2-butyl-1H-imidazole-5-methanol (2.02 g) in dry dichloromethane (40 ml) and dry dioxan (60 ml) was added manganese dioxide (7.05 g). The reaction mixture was heated at reflux for 3.5 h before being filtered, and the filtrate concentrated in vacuo to give the title compound as a white solid (1.69 g). The reactants are CC(=O)C (acetone), BrC1=CC(=CC(=C1)OC)Br (1,3-dibromo-5-methoxy-benzene), solution, [Li]CCCC (nBuLi), CCCCCC (hexane). The solvent is C1CCOC1 (THF). Conditions: temperature -70 celsius, time 10 minute. The product is BrC=1C=C(C=C(C1)OC)C(C)(C)O (2-(3-bromo-5-methoxy-phenyl)-propan-2-ol). Reaction SMILES: Br[C:2]1[CH:7]=[C:6]([O:8][CH3:9])[CH:5]=[C:4]([Br:10])[CH:3]=1.[Li]CCCC.CCCCCC.[CH3:22][C:23]([CH3:25])=[O:24]>C1COCC1>[Br:10][C:4]1[CH:3]=[C:2]([C:23]([OH:24])([CH3:25])[CH3:22])[CH:7]=[C:6]([O:8][CH3:9])[CH:5]=1. Procedure: To a solution of 1,3-dibromo-5-methoxy-benzene (20.7 g, 78 mmol) in dry THF (100 mL) was added under nitrogen a 1.6 M solution of nBuLi in hexane (48.7 mL, 78 mmol) at such a rate that the reaction temperature did not rise above −50° C. After the addition the mixture was cooled to −70° C. and acetone (6.86 mL, 78 mmol) was added over a 5 min period. After 2 min the reaction was quenched with saturated NH4Cl solution and stirred for 10 min. The mixture was diluted with water and extracted with TB... The yield is 66.6%. The product is N1(CCCC1)C(=O)[C@H]1CN(CCC1)C1=CC=C2C(=N1)NC(=N2)C=2C=C(C#N)C=CC2 ((R)-3-(5-(3-(pyrrolidine-1-carbonyl)piperidin-1-yl)-3H-imidazo[4,5-b]pyridin-2-yl)benzonitrile). Procedure details: To a solution of (R)-(1-(6-amino-5-nitropyridin-2-yl)piperidin-3-yl)(pyrrolidin-1-yl)methanone (Intermediate 1, Step 3) (50 mg, 0.15 mmol) and 3-formylbenzonitrile (34 mg, 0.31 mmol) in ethanol (2 mL) were added sodium dithionite (52 mg, 0.4 mmol), and water (0.5 mL). After 20 h at 80° C., the mixture was concentrated. The residue was partitioned between water and ethyl acetate. The organic layer was concentrated under reduced pressure and the resulting residue was purified by preparative TLC to... The solvent is C(C)O (ethanol). Run at time 20 hour. The reactants are Cl.Cl.NC=1C=CC(=NC1N)N1C[C@@H](CCC1)C(=O)N1CCCC1 ((R)-(1-(5,6-diaminopyridin-2-yl)piperidin-3-yl)(pyrrolidin-1-yl)methanone dihydrochloride), Cl.Cl.NC=1C=CC(=NC1N)N1C[C@@H](CCC1)C(=O)N1CCCC1 ((R)-(1-(5,6-diaminopyridin-2-yl)piperidin-3-yl)(pyrrolidin-1-yl)methanone dihydrochloride), C(=O)C=1C=C(C#N)C=CC1 (3-formylbenzonitrile), S(=O)([O-])S(=O)[O-].[Na+].[Na+] (sodium dithionite), O (water). As a reaction SMILES: Cl.Cl.[NH2:3][C:4]1[CH:5]=[CH:6][C:7]([N:11]2[CH2:16][CH2:15][CH2:14][C@@H:13]([C:17]([N:19]3[CH2:23][CH2:22][CH2:21][CH2:20]3)=[O:18])[CH2:12]2)=[N:8][C:9]=1[NH2:10].[CH:24]([C:26]1[CH:27]=[C:28]([CH:31]=[CH:32][CH:33]=1)[C:29]#[N:30])=O.S(S([O-])=O)([O-])=O.[Na+].[Na+].O>C(O)C>[N:19]1([C:17]([C@@H:13]2[CH2:14][CH2:15][CH2:16][N:11]([C:7]3[N:8]=[C:9]4[NH:10][C:24]([C:26]5[CH:27]=[C:28]([CH:31]=[CH:32][CH:33]=5)[C:29]#[N:30])=[N:3][C:4]4=[CH:5][CH:6]=3)[CH2:12]2)=[O:18])[CH2:23][CH2:22][CH2:21][CH2:20]1 |f:0.1.2,4.5.6|. The product is CCOC(=O)CCCOc1ccc(CC(NC(=O)OCC23CC4CC(CC(C4)C2)C3)C(=O)OC(C)(C)C)cc1. Reactants: O=C(c1ncc[nH]1)c1ncc[nH]1, CCOC(C)=O, CCN(C(C)C)C(C)C, CCOC(=O)CCCOc1ccc(CC(N)C(=O)OC(C)(C)C)cc1, C1CCOC1, OCC12CC3CC(CC(C3)C1)C2. Reaction SMILES: [C:1](=[O:2])([c:3]1[nH:4][cH:5][cH:6][n:7]1)[c:8]1[nH:9][cH:10][cH:11][n:12]1.[CH3:64][CH2:65][O:66][C:67](=[O:68])[CH3:69].[CH:50]([N:51]([CH:52]([CH3:53])[CH3:54])[CH2:55][CH3:56])([CH3:57])[CH3:58].[NH2:25][CH:26]([C:27](=[O:28])[O:29][C:30]([CH3:31])([CH3:32])[CH3:33])[CH2:34][c:35]1[cH:36][cH:37][c:38]([O:41][CH2:42][CH2:43][CH2:44][C:45](=[O:46])[O:47][CH2:48][CH3:49])[cH:39][cH:40]1.[O:59]1[CH2:60][CH2:61][CH2:62][CH2:63]1.[OH:13][CH2:14][C:15]12[CH2:16][CH:17]3[CH2:18][CH:19]([CH2:20][CH:21]([CH2:22]1)[CH2:23]3)[CH2:24]2>>[C:1](=[O:2])([O:13][CH2:14][C:15]12[CH2:16][CH:17]3[CH2:18][CH:19]([CH2:20][CH:21]([CH2:22]1)[CH2:23]3)[CH2:24]2)[NH:25][CH:26]([C:27](=[O:28])[O:29][C:30]([CH3:31])([CH3:32])[CH3:33])[CH2:34][c:35]1[cH:36][cH:37][c:38]([O:41][CH2:42][CH2:43][CH2:44][C:45](=[O:46])[O:47][CH2:48][CH3:49])[cH:39][cH:40]1. Reactants: C1CCC2=NCCCN2CC1, CCOC(=O)C(=O)OCC, CC#N, CCOC(C)=O, N#CCc1ccc(Cl)cc1, Cl. Yields the product CCOC(=O)C(=O)C(C#N)c1ccc(Cl)cc1. As a reaction SMILES: [CH2:1]1[CH2:2][CH2:3][C:4]2=[N:9][CH2:8][CH2:7][CH2:6][N:5]2[CH2:10][CH2:11]1.[CH2:22]([CH3:23])[O:24][C:25]([C:26](=[O:27])[O:28][CH2:29][CH3:30])=[O:31].[CH3:33][C:34]#[N:35].[CH3:36][CH2:37][O:38][C:39](=[O:40])[CH3:41].[Cl:12][c:13]1[cH:14][cH:15][c:16]([CH2:17][C:18]#[N:19])[cH:20][cH:21]1.[ClH:32]>>[Cl:12][c:13]1[cH:14][cH:15][c:16]([CH:17]([C:18]#[N:19])[C:26]([C:25]([O:24][CH2:22][CH3:23])=[O:31])=[O:27])[cH:20][cH:21]1.